This data is from the Open Reaction Database (ORD), a public repository of structured organic reaction records. The task is: describe an organic reaction: reactants, conditions, products, and yield The reactants are O=C([O-])O, CO, Cl, Cc1cc(C#N)ccc1I, NO, [Na+]. Yields the product Cc1cc(C(N)=NO)ccc1I. Reaction SMILES: [C:14](=[O:15])([OH:16])[O-:17].[CH3:19][OH:20].[ClH:11].[I:1][c:2]1[c:3]([CH3:10])[cH:4][c:5]([C:6]#[N:7])[cH:8][cH:9]1.[NH2:12][OH:13].[Na+:18]>>[I:1][c:2]1[c:3]([CH3:10])[cH:4][c:5]([C:6]([NH2:7])=[N:12][OH:13])[cH:8][cH:9]1.